This data is from the Open Reaction Database (ORD), a public repository of structured organic reaction records. The task is: describe an organic reaction: reactants, conditions, products, and yield The reactants are [N+](=O)([O-])C1=CC(=C2NC(C(NC2=C1)=O)=O)CNC(=O)NC1=CC=C(C=C1)OC(F)(F)F (1-(7-nitro-2,3-dioxo-1,2,3,4-tetrahydroquinoxalin-5-ylmethyl)-3-(4-trifluoromethyloxyphenyl)-urea), C(C)(=O)OCC.CO (ethyl acetate methanol). Yields the product [N+](=O)([O-])C1=CC(=C2NC(C(NC2=C1)=O)=O)CNC(=O)NCCC(=O)OCC (1-(7-nitro-2,3-dioxo-1,2,3,4-tetrahydroquinoxalin-5-ylmethyl)-3-(2-ethoxycarbonylethyl)-urea). Reaction SMILES: [N+:1]([C:4]1[CH:13]=[C:12]2[C:7]([NH:8][C:9](=[O:15])[C:10](=[O:14])[NH:11]2)=[C:6]([CH2:16][NH:17][C:18]([NH:20][C:21]2[CH:26]=CC(OC(F)(F)F)=CC=2)=[O:19])[CH:5]=1)([O-:3])=[O:2].[C:32]([O:35][CH2:36][CH3:37])(=[O:34])C.CO>>[N+:1]([C:4]1[CH:13]=[C:12]2[C:7]([NH:8][C:9](=[O:15])[C:10](=[O:14])[NH:11]2)=[C:6]([CH2:16][NH:17][C:18]([NH:20][CH2:21][CH2:26][C:32]([O:35][CH2:36][CH3:37])=[O:34])=[O:19])[CH:5]=1)([O-:3])=[O:2] |f:1.2|. Procedure details: 1-(7-nitro-2,3-dioxo-1,2,3,4-tetrahydroquinoxalin-5-ylmethyl)-3-(4-trifluoromethyloxyphenyl)-urea, FAB-MS: M+ =439; TLC: ethyl acetate/methanol (3:1) Rf =0.50. The reactants are C(C(C)C)C=1OC2=C(C1)C=CC=C2[C@@](CCCCOC)(O)[C@H]2CNCCC2 ((S)-1-(2-isobutylbenzofuran-7-yl)-5-methoxy-1-((R)-piperidin-3-yl)pentan-1-ol), CC(CC#C)C (4-methylpentyne). The product is C(C)(C)(C)C=1OC2=C(C1)C=CC=C2[C@@](CCCCOC)(O)[C@H]2CNCCC2 ((S)-1-(2-tert-butyl benzofuran-7-yl)-5-methoxy-1-((R)-piperidin-3-yl)pentan-1-ol). Reaction SMILES: C([C:5]1[O:6][C:7]2[C:13]([C@:14]([C@@H:22]3[CH2:27][CH2:26][CH2:25][NH:24][CH2:23]3)([OH:21])[CH2:15][CH2:16][CH2:17][CH2:18][O:19][CH3:20])=[CH:12][CH:11]=[CH:10][C:8]=2[CH:9]=1)C(C)C.[CH3:28][CH:29]([CH3:33])[CH2:30]C#C>>[C:29]([C:5]1[O:6][C:7]2[C:13]([C@:14]([C@@H:22]3[CH2:27][CH2:26][CH2:25][NH:24][CH2:23]3)([OH:21])[CH2:15][CH2:16][CH2:17][CH2:18][O:19][CH3:20])=[CH:12][CH:11]=[CH:10][C:8]=2[CH:9]=1)([CH3:33])([CH3:30])[CH3:28]. Procedure details: (S)-1-(2-isobutylbenzofuran-7-yl)-5-methoxy-1-((R)-piperidin-3-yl)pentan-1-ol using 4-methylpentyne in place of 3,3-dimethylbut-1-yne in Step 1. Starting materials: CCN=C=O, CCC(C)Sc1ccc(OCCO)cc1. The product is CCNC(=O)OCCOc1ccc(SC(C)CC)cc1. Reaction SMILES: [CH2:16]([CH3:17])[N:18]=[C:19]=[O:20].[CH3:1][CH:2]([CH2:3][CH3:4])[S:5][c:6]1[cH:7][cH:8][c:9]([O:10][CH2:11][CH2:12][OH:13])[cH:14][cH:15]1>>[CH3:1][CH:2]([CH2:3][CH3:4])[S:5][c:6]1[cH:7][cH:8][c:9]([O:10][CH2:11][CH2:12][O:13][C:19]([NH:18][CH2:16][CH3:17])=[O:20])[cH:14][cH:15]1. Reactants: C(C(C)(C)C)OC(N(C)C)OCC(C)(C)C (N,N-Dimethylformamide dineopentyl acetal), ClC=1C=NC(NC1)=O (5-chloropyrimidin-2-one), OCC=1OC(=CC1)C (2-hydroxymethyl-5-methylfuran). Solvent: CN(C=O)C (N,N-dimethylformamide). Reaction conditions: temperature 90 celsius. Yields the product ClC=1C=NC(N(C1)CC1=CC=C(O1)C)=O (5-Chloro-1-(5-methylfurfuryl)pyrimidin-2-one). Yield: 22.9%. Reaction SMILES: C(OC(OCC(C)(C)C)N(C)C)C(C)(C)C.[Cl:17][C:18]1[CH:19]=[N:20][C:21](=[O:24])[NH:22][CH:23]=1.O[CH2:26][C:27]1[O:28][C:29]([CH3:32])=[CH:30][CH:31]=1>CN(C)C=O>[Cl:17][C:18]1[CH:19]=[N:20][C:21](=[O:24])[N:22]([CH2:26][C:27]2[O:28][C:29]([CH3:32])=[CH:30][CH:31]=2)[CH:23]=1. Reported procedure: N,N-Dimethylformamide dineopentyl acetal (1.8 ml) was added to a stirred suspension of 5-chloropyrimidin-2-one (522 mg) and 2-hydroxymethyl-5-methylfuran (628 mg) in dry N,N-dimethylformamide (10 ml) under nitrogen. The resulting solution was then stirred and heated at 90° C. under nitrogen. After 1.5 h the reaction mixture was evaporated to a brown crystalline solid (1.030 g). The solid was subjected to column chromatography on silica (70-230 mesh) (100 g) developing with chloroform-ethanol, 29... Starting materials: C(C)(=O)OCCC1CN(CCO1)C(=O)OCC1=CC=CC=C1 (2-(2-acetoxyethyl)-4-benzyloxycarbonylmorpholine), [OH-].[K+] (potassium hydroxide), C(C)O (ethanol). Run in O (water). The product is OCCC1CN(CCO1)C(=O)OCC1=CC=CC=C1 (2-(2-hydroxyethyl)-4-benzyloxycarbonylmorpholine). The yield is 70.9%. RXN SMILES: C([O:4][CH2:5][CH2:6][CH:7]1[O:12][CH2:11][CH2:10][N:9]([C:13]([O:15][CH2:16][C:17]2[CH:22]=[CH:21][CH:20]=[CH:19][CH:18]=2)=[O:14])[CH2:8]1)(=O)C.[OH-].[K+].C(O)C>O>[OH:4][CH2:5][CH2:6][CH:7]1[O:12][CH2:11][CH2:10][N:9]([C:13]([O:15][CH2:16][C:17]2[CH:22]=[CH:21][CH:20]=[CH:19][CH:18]=2)=[O:14])[CH2:8]1 |f:1.2|. Procedure: A mixture of 2-(2-acetoxyethyl)-4-benzyloxycarbonylmorpholine (24.5 g), potassium hydroxide (8.9 g), ethanol (40 ml), and water (40 ml) is refluxed for 30 minutes and concentrated under reduced pressure. Water is added to the residue and the mixture is extracted with diethyl ether. The organic layer is washed with water, dried over sodium sulfate, and evaporated to give the title compound (15 g) as an oil. Reactants: CI, CC#N, c1ncc(C2OCCO2)cn1. Product: [I-], C[n+]1cncc(C2OCCO2)c1. Reaction SMILES: [CH3:12][I:13].[CH3:14][C:15]#[N:16].[O:1]1[CH:2]([c:6]2[cH:7][n:8][cH:9][n:10][cH:11]2)[O:3][CH2:4][CH2:5]1>>[I-:13].[O:1]1[CH:2]([c:6]2[cH:7][n:8][cH:9][n+:10]([CH3:12])[cH:11]2)[O:3][CH2:4][CH2:5]1.